Dataset: the Open Reaction Database (ORD), a public repository of structured organic reaction records. Task: describe an organic reaction: reactants, conditions, products, and yield Starting materials: BrC=1C=C2C(=NC1)NC(=C2C)C (5-bromo-2,3 -dimethyl-pyrrolo [2,3 -b]pyridine), BrC1=CC=C2C(=N1)NC(=C2C)C (6-bromo-2,3-dimethyl-pyrrolo[2,3-b]pyridine), C(C(=O)C1=CC=CC=C1)Br (phenacyl bromide). The solvent is CC#N (CH3CN). Product: BrC=1C=C2C(N(C1)CC(=O)C1=CC=CC=C1)=NC(=C2C)C (5-Bromo-2,3-dimethyl-7-phenacyl pyrrolo[2,3-b]pyridine). As a reaction SMILES: [Br:1][C:2]1[CH:3]=[C:4]2[C:10]([CH3:11])=[C:9]([CH3:12])[NH:8][C:5]2=[N:6][CH:7]=1.BrC1N=C2NC(C)=C(C)C2=CC=1.[CH2:25](Br)[C:26]([C:28]1[CH:33]=[CH:32][CH:31]=[CH:30][CH:29]=1)=[O:27]>CC#N>[Br:1][C:2]1[CH:3]=[C:4]2[C:10]([CH3:11])=[C:9]([CH3:12])[N:8]=[C:5]2[N:6]([CH2:25][C:26]([C:28]2[CH:33]=[CH:32][CH:31]=[CH:30][CH:29]=2)=[O:27])[CH:7]=1. Procedure: A solution of 5-bromo-2,3 -dimethyl-pyrrolo [2,3 -b]pyridine (prepared in a similar manner as 6-bromo-2,3-dimethyl-pyrrolo[2,3-b]pyridine (200 mg, 0.9 mmol) and phenacyl bromide (200 mg, 1.3 mmol) in 15 ml CH3CN was refluxed for 16 h. The mixture was allowed to cool and the precipitated product filtered off and washed with a small volume of diethyl ether affording 243 mg (72%) pure title compound as the hydrochloride.